Dataset: the Open Reaction Database (ORD), a public repository of structured organic reaction records. Task: describe an organic reaction: reactants, conditions, products, and yield Starting materials: C1CCOC1, CC(C)(C)[O-], [K+], COC(=O)CN(c1ccc(OCC(=O)OCC[Si](C)(C)C)cc1OCc1ccccc1)S(N)(=O)=O. Product: C[Si](C)(C)CCOC(=O)COc1ccc(N2CC(=O)NS2(=O)=O)c(OCc2ccccc2)c1. RXN SMILES: [CH2:42]1[O:43][CH2:44][CH2:45][CH2:46]1.[CH3:36][C:37]([CH3:38])([O-:39])[CH3:40].[K+:41].[NH2:1][S:2](=[O:3])(=[O:4])[N:5]([CH2:6][C:7](=[O:8])[O:9][CH3:10])[c:11]1[c:12]([O:28][CH2:29][c:30]2[cH:31][cH:32][cH:33][cH:34][cH:35]2)[cH:13][c:14]([O:17][CH2:18][C:19]([O:20][CH2:21][CH2:22][Si:23]([CH3:24])([CH3:25])[CH3:26])=[O:27])[cH:15][cH:16]1>>[NH:1]1[S:2](=[O:3])(=[O:4])[N:5]([c:11]2[c:12]([O:28][CH2:29][c:30]3[cH:31][cH:32][cH:33][cH:34][cH:35]3)[cH:13][c:14]([O:17][CH2:18][C:19]([O:20][CH2:21][CH2:22][Si:23]([CH3:24])([CH3:25])[CH3:26])=[O:27])[cH:15][cH:16]2)[CH2:6][C:7]1=[O:8]. Reactants: COC(=O)C=Cc1ccccc1, NC(=O)OCc1ccccc1, CCCO, CCCCCC, CCOC(C)=O, CC(C)(C)OCl, [Na+], [OH-], O. Product: COC(=O)C(NC(=O)OCc1ccccc1)C(O)c1ccccc1. As a reaction SMILES: [C:20]([CH:21]=[CH:22][c:23]1[cH:24][cH:25][cH:26][cH:27][cH:28]1)(=[O:29])[O:30][CH3:31].[C:3]([NH2:4])([O:5][CH2:6][c:7]1[cH:8][cH:9][cH:10][cH:11][cH:12]1)=[O:13].[CH2:45]([OH:46])[CH2:47][CH3:48].[CH3:33][CH2:34][CH2:35][CH2:36][CH2:37][CH3:38].[CH3:39][CH2:40][O:41][C:42]([CH3:43])=[O:44].[Cl:14][O:15][C:16]([CH3:17])([CH3:18])[CH3:19].[Na+:2].[OH-:1].[OH2:32]>>[C:3]([NH:4][CH:21]([C:20](=[O:29])[O:30][CH3:31])[CH:22]([OH:15])[c:23]1[cH:24][cH:25][cH:26][cH:27][cH:28]1)([O:5][CH2:6][c:7]1[cH:8][cH:9][cH:10][cH:11][cH:12]1)=[O:13].